Task: describe an organic reaction: reactants, conditions, products, and yield. Dataset: the Open Reaction Database (ORD), a public repository of structured organic reaction records Reactants: Oc1cc(F)ccc1Br, O=C([O-])[O-], C#CCBr, CN(C)C=O, [K+], [K+]. Yields the product C#CCOc1cc(F)ccc1Br. As a reaction SMILES: [Br:5][c:6]1[c:7]([OH:13])[cH:8][c:9]([F:12])[cH:10][cH:11]1.[C:14](=[O:15])([O-:16])[O-:17].[CH2:1]([C:2]#[CH:3])[Br:4].[CH3:20][N:21]([CH3:22])[CH:23]=[O:24].[K+:18].[K+:19]>>[CH:1]#[C:2][CH2:3][O:13][c:7]1[c:6]([Br:5])[cH:11][cH:10][c:9]([F:12])[cH:8]1. Starting materials: Congo red, ClSC1=C(C(=O)Cl)C=CC=C1 (2-chlorosulphenylbenzoyl chloride), C(C)C(CN)CCCC (2-ethylhexylamine), O (water), Cl (hydrochloric acid). The solvent is petroleum ether, C(C)OCC (diethylether). Run at time 8 hour. Yields the product C(C)C(CN1SC2=C(C1=O)C=CC=C2)CCCC (N-(2-ethylhexyl)benzisothiazolin-3-one). The yield is 64.0%. Reaction SMILES: Cl[S:2][C:3]1[CH:11]=[CH:10][CH:9]=[CH:8][C:4]=1[C:5](Cl)=[O:6].[CH2:12]([CH:14]([CH2:17][CH2:18][CH2:19][CH3:20])[CH2:15][NH2:16])[CH3:13].O.Cl>C(OCC)C>[CH2:12]([CH:14]([CH2:17][CH2:18][CH2:19][CH3:20])[CH2:15][N:16]1[C:5](=[O:6])[C:4]2[CH:8]=[CH:9][CH:10]=[CH:11][C:3]=2[S:2]1)[CH3:13]. Procedure: 2-chlorosulphenylbenzoyl chloride (10.35 parts; 0.005M) was slowly added to a stirred solution of 2-ethylhexylamine (29.8 parts; 0.23M;) in diethylether (150 ml) at below 5° C. The reactants were then stirred overnight, allowing the temperature to rise to 18° to 20° C. Iced water was then added and the mix made just acid to Congo red by dropwise addition of of concentrated hydrochloric acid, keeping the temperature below 5° C. The ether layer was then separated and dried over magnesium sulphate.... Reaction SMILES: [Al+3:2].[CH3:7][S:8][c:9]1[n:10][cH:11][c:12]([C:26](=[O:27])[O:28][CH2:29][CH3:30])[c:13]([NH:15][CH2:16][c:17]2[cH:18][c:19]([Cl:25])[c:20]([O:23][CH3:24])[cH:21][cH:22]2)[n:14]1.[H-:1].[H-:4].[H-:5].[H-:6].[Li+:3].[O:31]1[CH2:32][CH2:33][CH2:34][CH2:35]1>>[CH3:7][S:8][c:9]1[n:10][cH:11][c:12]([CH2:26][OH:27])[c:13]([NH:15][CH2:16][c:17]2[cH:18][c:19]([Cl:25])[c:20]([O:23][CH3:24])[cH:21][cH:22]2)[n:14]1. Yields the product COc1ccc(CNc2nc(SC)ncc2CO)cc1Cl. Starting materials: [Al+3], CCOC(=O)c1cnc(SC)nc1NCc1ccc(OC)c(Cl)c1, [H-], [H-], [H-], [H-], [Li+], C1CCOC1. Yields the product CCN(CC)CCOc1ccc2[nH]c(C=C3C(=O)Nc4ccc(Br)cc43)cc2c1. The reactants are O=C1Cc2cc(Br)ccc2N1, CCN(CC)CCOc1ccc2[nH]c(C=O)cc2c1, C1CCNCC1, CCO. Reaction SMILES: [Br:1][c:2]1[cH:3][c:4]2[c:8]([cH:9][cH:10]1)[NH:7][C:6](=[O:11])[CH2:5]2.[CH2:12]([CH3:13])[N:14]([CH2:15][CH2:16][O:17][c:18]1[cH:19][c:20]2[cH:21][c:22]([CH:27]=[O:28])[nH:23][c:24]2[cH:25][cH:26]1)[CH2:29][CH3:30].[CH2:31]1[CH2:32][CH2:33][NH:34][CH2:35][CH2:36]1.[CH3:37][CH2:38][OH:39]>>[Br:1][c:2]1[cH:3][c:4]2[c:8]([cH:9][cH:10]1)[NH:7][C:6](=[O:11])[C:5]2=[CH:27][c:22]1[cH:21][c:20]2[cH:19][c:18]([O:17][CH2:16][CH2:15][N:14]([CH2:12][CH3:13])[CH2:29][CH3:30])[cH:26][cH:25][c:24]2[nH:23]1. Starting materials: FC1=CC=2C3=C(NC2C=C1)C(=CN=C3NC)C#N (8-Fluoro-1-(methylamino)-5H-pyrido[4,3-b]indole-4-carbonitrile), C(=O)([O-])[O-].[K+].[K+] (K2CO3), OO (hydrogen peroxide). Run in CS(=O)C (DMSO). Run at temperature 50 celsius. The product is FC1=CC=2C3=C(NC2C=C1)C(=CN=C3NC)C(=O)N (8-Fluoro-1-(methylamino)-5H-pyrido[4,3-b]indole-4-carboxamide). Reaction SMILES: [F:1][C:2]1[CH:10]=[CH:9][C:8]2[NH:7][C:6]3[C:11]([C:17]#[N:18])=[CH:12][N:13]=[C:14]([NH:15][CH3:16])[C:5]=3[C:4]=2[CH:3]=1.C([O-])([O-])=[O:20].[K+].[K+].OO>CS(C)=O>[F:1][C:2]1[CH:10]=[CH:9][C:8]2[NH:7][C:6]3[C:11]([C:17]([NH2:18])=[O:20])=[CH:12][N:13]=[C:14]([NH:15][CH3:16])[C:5]=3[C:4]=2[CH:3]=1 |f:1.2.3|. Reported procedure: 8-Fluoro-1-(methylamino)-5H-pyrido[4,3-b]indole-4-carbonitrile (36 mg, 0.150 mmol) was combined with K2CO3 (55.9 mg, 0.405 mmol) and dissolved in DMSO (3 ml) followed by the addition of hydrogen peroxide (0.066 ml, 0.749 mmol). The solution was heated at 50° C. for three hr. The solution was cooled to ambient temperature directly purified by HPLC (eluted with MeCN/H2O with 1% TFA). Reactants: FC1=CC=C2C(=CC(N(C2=C1)CCN1CCC(CC1)NC(OC(C)(C)C)=O)=O)OC (1,1-Dimethylethyl (1-{2-[7-fluoro-4-(methyloxy)-2-oxo-1(2H)-quinolinyl]ethyl}-4-piperidinyl)carbamate), Cl (HCl). Solvent: O1CCOCC1 (1,4-dioxane). Product: NC1CCN(CC1)CCN1C(C=C(C2=CC=C(C=C12)F)OC)=O (1-[2-(4-Amino-1-piperidinyl)ethyl]-7-fluoro-4-(methyloxy)-2(1H)-quinolinone). Isolated yield 37.6%. RXN SMILES: [F:1][C:2]1[CH:11]=[C:10]2[C:5]([C:6]([O:29][CH3:30])=[CH:7][C:8](=[O:28])[N:9]2[CH2:12][CH2:13][N:14]2[CH2:19][CH2:18][CH:17]([NH:20]C(=O)OC(C)(C)C)[CH2:16][CH2:15]2)=[CH:4][CH:3]=1.Cl>O1CCOCC1>[NH2:20][CH:17]1[CH2:16][CH2:15][N:14]([CH2:13][CH2:12][N:9]2[C:10]3[C:5](=[CH:4][CH:3]=[C:2]([F:1])[CH:11]=3)[C:6]([O:29][CH3:30])=[CH:7][C:8]2=[O:28])[CH2:19][CH2:18]1. Procedure details: 1,1-Dimethylethyl (1-{2-[7-fluoro-4-(methyloxy)-2-oxo-1(2H)-quinolinyl]ethyl}-4-piperidinyl)carbamate (0.40 g, 0.95 mmol) was stirred in 1,4-dioxane (15 ml) containing 4M HCl for 5 h, then concentrated. The resulting solid was portioned between ethyl acetate and sodium carbonate solution and the aqueous extracted with ethyl acetate. The organics were dried and concentrated to an oil which contained highly impure product. Analysis of the aqueous by 1 c/ms showed the product to primarily reside in... The reactants are Cl (hydrochloric acid), C1(CC1)C(=O)O (cyclopropanecarboxylic acid), CC1(OC(=O)CC(=O)O1)C (Meldrum's acid), CCN=C=NCCCN(C)C.Cl (WSCI.HCl). Reagents/catalysts: CN(C1=CC=NC=C1)C (4-dimethylaminopyridine). Run in O (Water), C(Cl)Cl (methylene chloride). Conditions: time 18 hour. Yields the product C1(CC1)CC1C(OC(OC1=O)(C)C)=O (5-cyclopropylmethyl-2,2-dimethyl-1,3-dioxane-4,6-dione). The yield is 65.1%. Reaction SMILES: [CH:1]1([C:4](O)=O)[CH2:3][CH2:2]1.[CH3:7][C:8]1([CH3:16])[O:15][C:13](=[O:14])[CH2:12][C:10](=[O:11])[O:9]1.CCN=C=NCCCN(C)C.Cl.Cl>C(Cl)Cl.CN(C)C1C=CN=CC=1.O>[CH:1]1([CH2:4][CH:12]2[C:13](=[O:14])[O:15][C:8]([CH3:16])([CH3:7])[O:9][C:10]2=[O:11])[CH2:3][CH2:2]1 |f:2.3|. Procedure: To a solution of cyclopropanecarboxylic acid (17.2 g) in methylene chloride (800 mL) were added Meldrum's acid (28.8 g), WSCI.HCl (42.2 g) and 4-dimethylaminopyridine (39.1 g), and the mixture was stirred at room temperature for 18 hr. Water and then hydrochloric acid were added to acidify the reaction mixture, and the aqueous layer was removed by partitioning. Under ice-cooling, acetic acid (114 mL) and then sodium borohydride (18.9 g) were added slowly to the organic layer, and the mixture was... The reactants are ClCCl, OCCCOCCCCc1ccccc1. Product: O=CCCOCCCCc1ccccc1. Reaction SMILES: [Cl:16][CH2:17][Cl:18].[c:1]1([CH2:7][CH2:8][CH2:9][CH2:10][O:11][CH2:12][CH2:13][CH2:14][OH:15])[cH:2][cH:3][cH:4][cH:5][cH:6]1>>[c:1]1([CH2:7][CH2:8][CH2:9][CH2:10][O:11][CH2:12][CH2:13][CH:14]=[O:15])[cH:2][cH:3][cH:4][cH:5][cH:6]1. The reactants are ClC1=NC(=NC(=C1C=O)NC1=C(C=CC=C1)F)SC (4-chloro-6-(2-fluoro-phenylamino)-2-methylsulfanyl-pyrimidine-5-carbaldehyde), FC1=CC(=C(C=C1)B(O)O)C (4-fluoro-2-methylphenylboronic acid). Yields the product FC1=CC(=C(C=C1)C1=NC(=NC(=C1C=O)NC1=C(C=CC=C1)F)SC)C (4-(4-fluoro-2-methyl-phenyl)-6-(2-fluoro-phenylamino)-2-methylsulfanyl-pyrimidine-5-carbaldehyde). Reaction SMILES: Cl[C:2]1[C:7]([CH:8]=[O:9])=[C:6]([NH:10][C:11]2[CH:16]=[CH:15][CH:14]=[CH:13][C:12]=2[F:17])[N:5]=[C:4]([S:18][CH3:19])[N:3]=1.[F:20][C:21]1[CH:26]=[CH:25][C:24](B(O)O)=[C:23]([CH3:30])[CH:22]=1>>[F:20][C:21]1[CH:26]=[CH:25][C:24]([C:2]2[C:7]([CH:8]=[O:9])=[C:6]([NH:10][C:11]3[CH:16]=[CH:15][CH:14]=[CH:13][C:12]=3[F:17])[N:5]=[C:4]([S:18][CH3:19])[N:3]=2)=[C:23]([CH3:30])[CH:22]=1. Procedure: Prepared as described above in Example 11 starting from 4-chloro-6-(2-fluoro-phenylamino)-2-methylsulfanyl-pyrimidine-5-carbaldehyde and 4-fluoro-2-methylphenylboronic acid to give the title compound 4-(4-fluoro-2-methyl-phenyl)-6-(2-fluoro-phenylamino)-2-methylsulfanyl-pyrimidine-5-carbaldehyde. 1H-NMR: δ 2.28 (s, 3H).59 (s, 3H), 7.01 (m, 2H), 7.18 (m, 3H), 7.24 (m, 1H), 8.42 (m, 1H), 9.63 (s, 1H), 11.30 (br s, 1H). LC MS (m/e)=372 (MH+). Reactants: CCOC(=O)Cn1nnnc1-c1cnc(N2CCC(Oc3cc(F)ccc3Br)CC2)cn1, C1CCOC1, CO, CCOC(C)=O, Cl, [Na+], [OH-]. The product is O=C(O)Cn1nnnc1-c1cnc(N2CCC(Oc3cc(F)ccc3Br)CC2)cn1. RXN SMILES: [Br:1][c:2]1[c:3]([O:4][CH:5]2[CH2:6][CH2:7][N:8]([c:11]3[n:12][cH:13][c:14](-[c:17]4[n:18][n:19][n:20][n:21]4[CH2:22][C:23](=[O:24])[O:25][CH2:26][CH3:27])[n:15][cH:16]3)[CH2:9][CH2:10]2)[cH:28][c:29]([F:32])[cH:30][cH:31]1.[CH2:38]1[O:39][CH2:40][CH2:41][CH2:42]1.[CH3:33][OH:34].[CH3:43][CH2:44][O:45][C:46](=[O:47])[CH3:48].[ClH:37].[Na+:36].[OH-:35]>>[Br:1][c:2]1[c:3]([O:4][CH:5]2[CH2:6][CH2:7][N:8]([c:11]3[n:12][cH:13][c:14](-[c:17]4[n:18][n:19][n:20][n:21]4[CH2:22][C:23](=[O:24])[OH:25])[n:15][cH:16]3)[CH2:9][CH2:10]2)[cH:28][c:29]([F:32])[cH:30][cH:31]1.